Dataset: the Open Reaction Database (ORD), a public repository of structured organic reaction records. Task: describe an organic reaction: reactants, conditions, products, and yield Reactants: ClC1=CC=C2C=CC=3N(C2=C1)C=C(N3)C(=O)OCC (ethyl 8-chloroimidazo-[1,2-a]-quinoline-2-carboxylate), [OH-].[Na+] (sodium hydroxide), Cl (HCl). Run in C(C)O (ethanol), O (water). Yields the product ClC1=CC=C2C=CC=3N(C2=C1)C=C(N3)C(=O)O (8-chloroimidazo-[1,2-a]-quinoline-2-carboxylic acid). RXN SMILES: [Cl:1][C:2]1[CH:11]=[C:10]2[C:5]([CH:6]=[CH:7][C:8]3[N:9]2[CH:12]=[C:13]([C:15]([O:17]CC)=[O:16])[N:14]=3)=[CH:4][CH:3]=1.[OH-].[Na+].Cl>C(O)C.O>[Cl:1][C:2]1[CH:11]=[C:10]2[C:5]([CH:6]=[CH:7][C:8]3[N:9]2[CH:12]=[C:13]([C:15]([OH:17])=[O:16])[N:14]=3)=[CH:4][CH:3]=1 |f:1.2|. Reported procedure: 200 mg of ethyl 8-chloroimidazo-[1,2-a]-quinoline-2-carboxylate in 8 ml of ethanol and 2 ml of water were hydrolyzed with 1 ml of N sodium hydroxide solution. The mixture was acidified with 1.1 ml of N HCl as in Example 36 to obtain colorless needles of 8-chloroimidazo-[1,2-a]-quinoline-2-carboxylic acid melting at 288°-289° C. RXN SMILES: [Br:1][CH2:2][CH2:3][c:4]1[c:5]([Si:15]([CH2:16][CH3:17])([CH2:18][CH3:19])[CH2:20][CH3:21])[nH:6][c:7]2[cH:8][cH:9][c:10]([C:13]#[N:14])[cH:11][c:12]12.[N-:23]=[N+:24]=[N-:25].[Na+:22].[O:26]=[CH:27][N:28]([CH3:29])[CH3:30]>>[CH2:2]([CH2:3][c:4]1[c:5]([Si:15]([CH2:16][CH3:17])([CH2:18][CH3:19])[CH2:20][CH3:21])[nH:6][c:7]2[cH:8][cH:9][c:10]([C:13]#[N:14])[cH:11][c:12]12)[N:23]=[N+:24]=[N-:25]. Yields the product CC[Si](CC)(CC)c1[nH]c2ccc(C#N)cc2c1CCN=[N+]=[N-]. The reactants are CC[Si](CC)(CC)c1[nH]c2ccc(C#N)cc2c1CCBr, [N-]=[N+]=[N-], [Na+], CN(C)C=O. Starting materials: ClC1=CC=C(CN2C(=NC=3N(C(N(C(C23)=O)CCOC2OCCCC2)=O)C)OCCCOC2=CC(=CC=C2)OC(F)(F)F)C=C1 (7-(4-chlorobenzyl)-3-methyl-1-(2-(tetrahydro-2H-pyran-2-yloxy)ethyl)-8-(3-(3-(trifluoromethoxy)phenoxy)propoxy)-1H-purine-2,6(3H,7H)-dione), C(C)(=O)Cl (acetyl chloride). Solvent: C(C)O (ethanol). Conditions: time 1 hour. The product is ClC1=CC=C(CN2C(=NC=3N(C(N(C(C23)=O)CCO)=O)C)OCCCOC2=CC(=CC=C2)OC(F)(F)F)C=C1 (7-(4-chlorobenzyl)-1-(2-hydroxyethyl)-3-methyl-8-(3-(3-(trifluoromethoxy)phenoxy)propoxy)1H-purine-2,6(3H,7H)-dione). Isolated yield 39.1%. As a reaction SMILES: [Cl:1][C:2]1[CH:45]=[CH:44][C:5]([CH2:6][N:7]2[C:15]3[C:14](=[O:16])[N:13]([CH2:17][CH2:18][O:19]C4CCCCO4)[C:12](=[O:26])[N:11]([CH3:27])[C:10]=3[N:9]=[C:8]2[O:28][CH2:29][CH2:30][CH2:31][O:32][C:33]2[CH:38]=[CH:37][CH:36]=[C:35]([O:39][C:40]([F:43])([F:42])[F:41])[CH:34]=2)=[CH:4][CH:3]=1.C(Cl)(=O)C>C(O)C>[Cl:1][C:2]1[CH:3]=[CH:4][C:5]([CH2:6][N:7]2[C:15]3[C:14](=[O:16])[N:13]([CH2:17][CH2:18][OH:19])[C:12](=[O:26])[N:11]([CH3:27])[C:10]=3[N:9]=[C:8]2[O:28][CH2:29][CH2:30][CH2:31][O:32][C:33]2[CH:38]=[CH:37][CH:36]=[C:35]([O:39][C:40]([F:43])([F:41])[F:42])[CH:34]=2)=[CH:44][CH:45]=1. Procedure details: To a solution of 7-(4-chlorobenzyl)-3-methyl-1-(2-(tetrahydro-2H-pyran-2-yloxy)ethyl)-8-(3-(3-(trifluoromethoxy)phenoxy)propoxy)-1H-purine-2,6(3H,7H)-dione (50 mg, 0.09 mmol,) in ethanol (5 mL) was added acetyl chloride (0.2 mL) at 0° C. The mixture was stirred at room temperature for 1 h; then it was partitioned between ethyl acetate and water. The organic phase was separated and dried over sodium sulfate. This organic layer was then filtered and concentrated to give a crude product which was p... The reactants are C1(CC1)CN(C1=CC(=NC=N1)C(=O)OC)CCC (methyl 6-[(cyclopropylmethyl)(propyl)amino]pyrimidine-4-carboxylate), solution, [Li+].[OH-] (LiOH). Run in C1CCOC1.CCO.O (THF EtOH H2O). Run at time 1 hour. Yields the product C1(CC1)CN(C1=CC(=NC=N1)C(=O)O)CCC (6-[(cyclopropylmethyl)(propyl)amino]pyrimidine-4-carboxylic acid). Isolated yield 76.9%. Reaction SMILES: [CH:1]1([CH2:4][N:5]([CH2:16][CH2:17][CH3:18])[C:6]2[N:11]=[CH:10][N:9]=[C:8]([C:12]([O:14]C)=[O:13])[CH:7]=2)[CH2:3][CH2:2]1.[Li+].[OH-]>C1COCC1.CCO.O>[CH:1]1([CH2:4][N:5]([CH2:16][CH2:17][CH3:18])[C:6]2[N:11]=[CH:10][N:9]=[C:8]([C:12]([OH:14])=[O:13])[CH:7]=2)[CH2:2][CH2:3]1 |f:1.2,3.4.5|. Reported procedure: A solution of methyl 6-[(cyclopropylmethyl)(propyl)amino]pyrimidine-4-carboxylate (5.10 g; 20.5 mmol) in THF/EtOH/H2O (3/2/1, total volume 400 mL) was treated with an aqueous solution (1N) LiOH (60 mL; 60 mmol). The reaction mixture was stirred at room temperature for 1 h. The solvents were concentrated under vacuum and then water (200 mL) was added. The aqueous layer was washed with DCM then acidified to pH 5 by addition of 1N HCl solution (60 mL). The aqueous layer was extracted with DCM (3 ti... The reactants are Br[C@@H]1C(OC2=C([C@H]1O)C=C(C=C2)C#N)(C)C ((±)-trans-3-bromo-6-cyano-3,4-dihydro-2,2-dimethyl-4-hydroxy-2H-1-benzopyran), C(CCl)Cl (ethylene chloride), [N+](=O)([O-])C=1C=C(C(=O)SC[C@@H](C(=O)Cl)C)C=C(C1)[N+](=O)[O-] ((S)-(-)-3-(3,5-dinitrobenzoylthio)-2-methylpropionyl chloride). The solvent is N1=CC=CC=C1 (pyridine). Reaction conditions: time 1.5 hour. Yields the product Br[C@@H]1C(OC2=C([C@H]1OC([C@@H](CSC(C1=CC(=CC(=C1)[N+](=O)[O-])[N+](=O)[O-])=O)C)=O)C=C(C=C2)C#N)(C)C ((±)-trans-3-bromo-6-cyano-3,4-dihydro-2,2-dimethyl-4-[(S)-(-)-3-(3,5-dinitrobenzoylthio)-2-methylpropionyloxy]-2H-1-benzopyran). Isolated yield 93.1%. As a reaction SMILES: [Br:1][C@H:2]1[C@H:7]([OH:8])[C:6]2[CH:9]=[C:10]([C:13]#[N:14])[CH:11]=[CH:12][C:5]=2[O:4][C:3]1([CH3:16])[CH3:15].C(Cl)CCl.[N+:21]([C:24]1[CH:25]=[C:26]([CH:36]=[C:37]([N+:39]([O-:41])=[O:40])[CH:38]=1)[C:27]([S:29][CH2:30][C@H:31]([CH3:35])[C:32](Cl)=[O:33])=[O:28])([O-:23])=[O:22]>N1C=CC=CC=1>[Br:1][C@H:2]1[C@H:7]([O:8][C:32](=[O:33])[C@H:31]([CH3:35])[CH2:30][S:29][C:27](=[O:28])[C:26]2[CH:36]=[C:37]([N+:39]([O-:41])=[O:40])[CH:38]=[C:24]([N+:21]([O-:23])=[O:22])[CH:25]=2)[C:6]2[CH:9]=[C:10]([C:13]#[N:14])[CH:11]=[CH:12][C:5]=2[O:4][C:3]1([CH3:16])[CH3:15]. Procedure: To a mixture of 14.5 g of (±)-trans-3-bromo-6-cyano-3,4-dihydro-2,2-dimethyl-4-hydroxy-2H-1-benzopyran, 60 ml of ethylene chloride and 1.6 ml of pyridine was added 5.5 g of (S)-(-)-3-(3,5-dinitrobenzoylthio)-2-methylpropionyl chloride under ice-cooling and was stirred for 1.5 hours under room temperature. The reaction mixture was washed with diluted hydrochloric acid once and 10% aqueous sodium chloride solution twice. The organic layer was separated, dried over magnesium sulfate and concentrate... Product: C(C)(C)(C)OC(=O)N(C=1C(=NC(=CN1)C1CC(CCC1)=O)C1=CC(=C(C(=O)OC(C)(C)C)C=C1)F)C(=O)OC(C)(C)C (tert-butyl 4-(3-(bis-(tert-butoxycarbonyl)amino)-6-(3-oxocyclohexyl)pyrazin-2-yl)-2-fluorobenzoate). The reagents and catalysts are [Pd] (Pd—C). Run at time 5 hour. Procedure details: To a solution of tert-butyl 4-(3-(bis(tert-butoxycarbonyl)amino)-6-(3-oxocyclohex-1-en-1-yl)pyrazin-2-yl)-2-fluorobenzoate (3 g, 5.14 mmol) in MeOH (15 mL) and DCM (10 mL) at RT was added Pd—C (10%, degauss, 1.094 g, 1.028 mmol). The resultant mixture was flushed with hydrogen for 10 min, then stirred at RT for 5 hours under hydrogen atmosphere. The suspension was filtered and the solution was concentrated. ISCO silica column separation (80 g silica, 30 min, 5 to 60% EtOAc in Heptane) afforded t... Reaction SMILES: [C:1]([O:5][C:6]([N:8]([C:36]([O:38][C:39]([CH3:42])([CH3:41])[CH3:40])=[O:37])[C:9]1[C:10]([C:22]2[CH:34]=[CH:33][C:25]([C:26]([O:28][C:29]([CH3:32])([CH3:31])[CH3:30])=[O:27])=[C:24]([F:35])[CH:23]=2)=[N:11][C:12]([C:15]2[CH2:20][CH2:19][CH2:18][C:17](=[O:21])[CH:16]=2)=[CH:13][N:14]=1)=[O:7])([CH3:4])([CH3:3])[CH3:2]>CO.C(Cl)Cl.[Pd]>[C:1]([O:5][C:6]([N:8]([C:36]([O:38][C:39]([CH3:42])([CH3:41])[CH3:40])=[O:37])[C:9]1[C:10]([C:22]2[CH:34]=[CH:33][C:25]([C:26]([O:28][C:29]([CH3:31])([CH3:32])[CH3:30])=[O:27])=[C:24]([F:35])[CH:23]=2)=[N:11][C:12]([CH:15]2[CH2:20][CH2:19][CH2:18][C:17](=[O:21])[CH2:16]2)=[CH:13][N:14]=1)=[O:7])([CH3:2])([CH3:3])[CH3:4]. Reactants: C(C)(C)(C)OC(=O)N(C=1C(=NC(=CN1)C1=CC(CCC1)=O)C1=CC(=C(C(=O)OC(C)(C)C)C=C1)F)C(=O)OC(C)(C)C (tert-butyl 4-(3-(bis(tert-butoxycarbonyl)amino)-6-(3-oxocyclohex-1-en-1-yl)pyrazin-2-yl)-2-fluorobenzoate). Isolated yield 49.3%. Solvent: CO (MeOH), C(Cl)Cl (DCM). The reactants are NC1=NC(=CC(=N1)Cl)N (2,6-diamino-4-chloropyrimidine), N1CCNCCC1 (homopiperazine). Solvent: C(C)O (ethanol). The product is NC1=NC(=CC(=N1)N1CCNCCC1)N (1-(2,6-diamino-4-pyrimidinyl)homopiperazine). Reaction SMILES: [NH2:1][C:2]1[N:7]=[C:6](Cl)[CH:5]=[C:4]([NH2:9])[N:3]=1.[NH:10]1[CH2:16][CH2:15][CH2:14][NH:13][CH2:12][CH2:11]1>C(O)C>[NH2:1][C:2]1[N:7]=[C:6]([N:10]2[CH2:16][CH2:15][CH2:14][NH:13][CH2:12][CH2:11]2)[CH:5]=[C:4]([NH2:9])[N:3]=1. Procedure details: The analogous 1-(2,6-diamino-4-pyrimidinyl)homopiperazine was prepared by reaction of 2,6-diamino-4-chloropyrimidine with unprotected homopiperazine (5 mol equivalents) in ethanol in a sealed tube, following the procedure of Example 19. Yield of the obtained base: 91.3%, mp. 62°-72° C. Starting materials: CC=1NC2=CC=C(C(=C2C1)C(F)(F)F)C#N (2-methyl-4-(trifluoromethyl)-1H-indole-5-carbonitrile), BrCC(C)(C)C (1-bromo-2,2-dimethylpropane). Product: CC(CN1C(=CC2=C(C(=CC=C12)C#N)C(F)(F)F)C)(C)C (1-(2,2-Dimethylpropyl)-2-methyl-4-(trifluoromethyl)-1H-indole-5-carbonitrile). RXN SMILES: [CH3:1][C:2]1[NH:3][C:4]2[C:9]([CH:10]=1)=[C:8]([C:11]([F:14])([F:13])[F:12])[C:7]([C:15]#[N:16])=[CH:6][CH:5]=2.Br[CH2:18][C:19]([CH3:22])([CH3:21])[CH3:20]>>[CH3:18][C:19]([CH3:22])([CH3:21])[CH2:20][N:3]1[C:4]2[C:9](=[C:8]([C:11]([F:12])([F:14])[F:13])[C:7]([C:15]#[N:16])=[CH:6][CH:5]=2)[CH:10]=[C:2]1[CH3:1]. Reported procedure: Synthesized as described in Example 4 using 2-methyl-4-(trifluoromethyl)-1H-indole-5-carbonitrile and 1-bromo-2,2-dimethylpropane: 1H NMR (400 MHz, CDCl3) δ 7.51 (d, J=8.5 Hz, 1H), 7.45 (d, J=8.5 Hz, 1H), 6.59 (s, 1H), 3.94 (s, 2H), 2.49 (s, 3H), 1.01 (s, 9H); MS (ES) m/z 295 (M+1). The reactants are solution, Br (hydrogen bromide), C(C)(=O)O (acetic acid), OC(CCCCCCCN1C(N(C=C(C1=O)C)C)=O)CO (3-(8,9-dihydroxynonyl)-1-methylthymine), C([O-])(O)=O.[Na+] (sodium bicarbonate), ice water. The solvent is ClCCl (dichloromethane). Yields the product C(C)(=O)OC(CCCCCCCN1C(N(C=C(C1=O)C)C)=O)CBr (3-(8-acetoxy-9-bromononyl)-1-methylthymine). The yield is 85.0%. As a reaction SMILES: [OH:1][CH:2]([CH2:20]O)[CH2:3][CH2:4][CH2:5][CH2:6][CH2:7][CH2:8][CH2:9][N:10]1[C:15](=[O:16])[C:14]([CH3:17])=[CH:13][N:12]([CH3:18])[C:11]1=[O:19].[BrH:22].[C:23]([OH:26])(=O)[CH3:24].C(=O)(O)[O-].[Na+]>ClCCl>[C:23]([O:1][CH:2]([CH2:20][Br:22])[CH2:3][CH2:4][CH2:5][CH2:6][CH2:7][CH2:8][CH2:9][N:10]1[C:15](=[O:16])[C:14]([CH3:17])=[CH:13][N:12]([CH3:18])[C:11]1=[O:19])(=[O:26])[CH3:24] |f:3.4|. Procedure details: A mixture of 3-(8,9-dihydroxynonyl)-1-methylthymine (2.16 g, 7.6 mmol) and a 30% solution of hydrogen bromide in acetic acid (4.5 mL, 23 mmol ) was stirred for 1 hour. The reaction was added slowly to a beaker containing sodium bicarbonate (8.4 g, 0.1 mol), ice water (30 mL), and dichloromethane (30 mL). The layers were separated and the aqueous layer extracted with dichloromethane (2×60 mL). The combined organic layers were washed with water (30 mL), saturated aqueous salt solution (30 mL), and...